This data is from the Open Reaction Database (ORD), a public repository of structured organic reaction records. The task is: describe an organic reaction: reactants, conditions, products, and yield The reactants are COCC(=O)Cl, Cl, [H-], [H][H], [Na+], CN(C)C=O, O, O=c1cc(O)c2cccnc2n1-c1ccccc1. The product is COCC(=O)Oc1cc(=O)n(-c2ccccc2)c2ncccc12. RXN SMILES: [CH3:23][O:24][CH2:25][C:26](=[O:27])[Cl:28].[ClH:29].[H-:19].[H:21][H:22].[Na+:20].[O:30]=[CH:31][N:32]([CH3:33])[CH3:34].[OH2:35].[OH:1][c:2]1[cH:3][c:4](=[O:18])[n:5](-[c:12]2[cH:13][cH:14][cH:15][cH:16][cH:17]2)[c:6]2[n:7][cH:8][cH:9][cH:10][c:11]12>>[O:1]([c:2]1[cH:3][c:4](=[O:18])[n:5](-[c:12]2[cH:13][cH:14][cH:15][cH:16][cH:17]2)[c:6]2[n:7][cH:8][cH:9][cH:10][c:11]12)[C:26]([CH2:25][O:24][CH3:23])=[O:27]. Reaction SMILES: FC(F)(F)C(O)=O.[NH2:8][CH2:9][C:10]1[CH:34]=[C:33]([F:35])[CH:32]=[CH:31][C:11]=1[CH2:12][O:13][C:14]1[CH:19]=[C:18]([CH3:20])[N:17]([C:21]2[C:26]([F:27])=[CH:25][CH:24]=[CH:23][C:22]=2[F:28])[C:16](=[O:29])[C:15]=1[Cl:30].CN1CCOCC1.[CH2:43]([O:45][C:46](Cl)=[O:47])[CH3:44]>CC(N(C)C)=O>[Cl:30][C:15]1[C:16](=[O:29])[N:17]([C:21]2[C:22]([F:28])=[CH:23][CH:24]=[CH:25][C:26]=2[F:27])[C:18]([CH3:20])=[CH:19][C:14]=1[O:13][CH2:12][C:11]1[CH:31]=[CH:32][C:33]([F:35])=[CH:34][C:10]=1[CH2:9][NH:8][C:46](=[O:47])[O:45][CH2:43][CH3:44] |f:0.1|. Conditions: temperature -10 celsius, time 30 minute. Yields the product ClC=1C(N(C(=CC1OCC1=C(CNC(OCC)=O)C=C(C=C1)F)C)C1=C(C=CC=C1F)F)=O (Ethyl 2-({[3-chloro-1-(2,6-difluorophenyl)-6-methyl-2-oxo-1,2-dihydropyridin-4-yl]oxy}methyl)-5-fluorobenzylcarbamate), powder. The reactants are FC(C(=O)O)(F)F.NCC1=C(COC2=C(C(N(C(=C2)C)C2=C(C=CC=C2F)F)=O)Cl)C=CC(=C1)F (4-{[2-(aminomethyl)-4-fluorobenzyl]oxy}-3-chloro-1-(2,6-difluorophenyl)-6-methylpyridin-2(1H)-one trifluoroacetate), CN1CCOCC1 (N-methymorpholine), C(C)OC(=O)Cl (ethylchloroformate). The solvent is CC(=O)N(C)C (dimethylacetamide). Procedure details: To solution of 4-{[2-(aminomethyl)-4-fluorobenzyl]oxy}-3-chloro-1-(2,6-difluorophenyl)-6-methylpyridin-2(1H)-one trifluoroacetate (0.3 g, 0.00057 mol) in dimethylacetamide (3.0 mL) was added N-methymorpholine (0.064 g, 0.00064 mol), followed by addition of ethylchloroformate (0.06 mL) and stirred at −10° C., for 30 min. The solvents were distilled in vacuo and the residue was purified by reverse-phase HPLC purification using 10-90% CH3CN/Water (30 min gradient) at a flow rate of 100 mL/min. The ... The yield is 55.0%. The reactants are [F-].C(CCC)[N+](CCCC)(CCCC)CCCC (tetra-n-butylammonium fluoride), C(C1=CC=CC=C1)C1(CCN(CC1)CC(CC1=CC=C(C=C1)O[Si](C)(C)C(C)(C)C)=O)O (1-(4-Benzyl-4-hydroxy-piperidin-1-yl)-3-[4-(tert-butyl-dimethyl-silanyloxy)-phenyl]-propan-2-one), Cl (HCl). The solvent is CO (MeOH), C1CCOC1 (THF). Product: Cl.C(C1=CC=CC=C1)C1(CCN(CC1)CC(CC1=CC=C(C=C1)O)=O)O (1-(4-Benzyl-4-hydroxy-piperidin-1-yl)-3-(4-hydroxy-phenyl)-propan-2-one hydrochloride). The yield is 36.0%. As a reaction SMILES: [CH2:1]([C:8]1([OH:32])[CH2:13][CH2:12][N:11]([CH2:14][C:15](=[O:31])[CH2:16][C:17]2[CH:22]=[CH:21][C:20]([O:23][Si](C(C)(C)C)(C)C)=[CH:19][CH:18]=2)[CH2:10][CH2:9]1)[C:2]1[CH:7]=[CH:6][CH:5]=[CH:4][CH:3]=1.[F-].C([N+](CCCC)(CCCC)CCCC)CCC.[ClH:51]>C1COCC1.CO>[ClH:51].[CH2:1]([C:8]1([OH:32])[CH2:9][CH2:10][N:11]([CH2:14][C:15](=[O:31])[CH2:16][C:17]2[CH:22]=[CH:21][C:20]([OH:23])=[CH:19][CH:18]=2)[CH2:12][CH2:13]1)[C:2]1[CH:7]=[CH:6][CH:5]=[CH:4][CH:3]=1 |f:1.2,6.7|. Procedure details: 1-(4-Benzyl-4-hydroxy-piperidin-1-yl)-3-[4-(tert-butyl-dimethyl-silanyloxy)-phenyl]-propan-2-one (0.400 g, 0.88 mmol) was dissolved in THF (4 ml) and stirred for 16 hours at room temperature in the presence of 1N tetra-n-butylammonium fluoride (1 ml, 1 mmol). The reaction mixture was quenched with 20% NH4Cl (15 ml) and the aqueous phase was extracted with ethyl acetate (3×20 ml). Combined organic phases were dried over Na2SO4 and concentrated. The residue was chromatographed over silica gel (eth... Yields the product CC(C)(C)OC(=O)N1C(CNC(=O)c2noc3ccccc23)CC2CCCC21. Reaction SMILES: [C:13]([CH3:14])([CH3:15])([CH3:16])[O:17][C:18](=[O:19])[N:20]1[CH:21]2[CH2:22][CH2:23][CH2:24][CH:25]2[CH2:26][CH:27]1[CH2:28][NH2:29].[o:1]1[n:2][c:3]([C:10](=[O:11])[OH:12])[c:4]2[c:5]1[cH:6][cH:7][cH:8][cH:9]2>>[o:1]1[n:2][c:3]([C:10](=[O:12])[NH:29][CH2:28][CH:27]2[N:20]([C:18]([O:17][C:13]([CH3:14])([CH3:15])[CH3:16])=[O:19])[CH:21]3[CH2:22][CH2:23][CH2:24][CH:25]3[CH2:26]2)[c:4]2[c:5]1[cH:6][cH:7][cH:8][cH:9]2. Starting materials: CC(C)(C)OC(=O)N1C(CN)CC2CCCC21, O=C(O)c1noc2ccccc12. Starting materials: COCCOC, CCOC=O, [H-], [Na+], O, CCOC(=O)CCc1cccc2ccccc12. The product is CCOC(=O)C(C=O)Cc1cccc2ccccc12. Reaction SMILES: [CH3:26][O:27][CH2:28][CH2:29][O:30][CH3:31].[CH:18](=[O:19])[O:20][CH2:21][CH3:22].[H-:23].[Na+:24].[OH2:25].[c:1]1([CH2:11][CH2:12][C:13](=[O:14])[O:15][CH2:16][CH3:17])[cH:2][cH:3][cH:4][c:5]2[cH:6][cH:7][cH:8][cH:9][c:10]12>>[c:1]1([CH2:11][CH:12]([C:13](=[O:14])[O:15][CH2:16][CH3:17])[CH:18]=[O:19])[cH:2][cH:3][cH:4][c:5]2[cH:6][cH:7][cH:8][cH:9][c:10]12.